Dataset: the Open Reaction Database (ORD), a public repository of structured organic reaction records. Task: describe an organic reaction: reactants, conditions, products, and yield Starting materials: O=[Ag], CI, C1CCOC1, NC(=O)CC1CCC(O)c2sccc21. The product is COC1CCC(CC(N)=O)c2ccsc21. As a reaction SMILES: [Ag:22]=[O:23].[CH3:15][I:16].[O:17]1[CH2:18][CH2:19][CH2:20][CH2:21]1.[OH:1][CH:2]1[CH2:3][CH2:4][CH:5]([CH2:11][C:12](=[O:13])[NH2:14])[c:6]2[c:7]1[s:8][cH:9][cH:10]2>>[O:1]([CH:2]1[CH2:3][CH2:4][CH:5]([CH2:11][C:12](=[O:13])[NH2:14])[c:6]2[c:7]1[s:8][cH:9][cH:10]2)[CH3:15]. Reactants: C1CCOC1, COC(=O)CCc1ccc(OCc2ccc(C(C)(C)C)c(-c3cc(OC)ccc3F)c2)cc1, CCO, [Li+], [OH-]. Product: COc1ccc(F)c(-c2cc(COc3ccc(CCC(=O)O)cc3)ccc2C(C)(C)C)c1. As a reaction SMILES: [CH2:36]1[O:37][CH2:38][CH2:39][CH2:40]1.[CH3:1][C:2]([CH3:3])([CH3:4])[c:5]1[cH:6][cH:7][c:8]([CH2:20][O:21][c:22]2[cH:23][cH:24][c:25]([CH2:28][CH2:29][C:30](=[O:31])[O:32][CH3:33])[cH:26][cH:27]2)[cH:9][c:10]1-[c:11]1[c:12]([F:19])[cH:13][cH:14][c:15]([O:17][CH3:18])[cH:16]1.[CH3:41][CH2:42][OH:43].[Li+:34].[OH-:35]>>[CH3:1][C:2]([CH3:3])([CH3:4])[c:5]1[cH:6][cH:7][c:8]([CH2:20][O:21][c:22]2[cH:23][cH:24][c:25]([CH2:28][CH2:29][C:30](=[O:31])[OH:32])[cH:26][cH:27]2)[cH:9][c:10]1-[c:11]1[c:12]([F:19])[cH:13][cH:14][c:15]([O:17][CH3:18])[cH:16]1.